describe an organic reaction: reactants, conditions, products, and yield From a dataset of the Open Reaction Database (ORD), a public repository of structured organic reaction records. Product: COC(C(C(C1=CC=C(C=C1)Cl)Cl)=O)=O (3-chloro-3-(4-chloro-phenyl)-2-oxo-propionic acid methyl ester). Procedure: This compound was synthesised as 3-chloro-3-(4-fluoro-phenyl)-2-oxo-propionic acid methyl ester but using 4-chlorobenzaldehyde instead 4-fluorobenzaldehyde. Reactants: COC(C(C(C1=CC=C(C=C1)F)Cl)=O)=O (3-chloro-3-(4-fluoro-phenyl)-2-oxo-propionic acid methyl ester), ClC1=CC=C(C=O)C=C1 (4-chlorobenzaldehyde), FC1=CC=C(C=O)C=C1 (4-fluorobenzaldehyde). As a reaction SMILES: [CH3:1][O:2][C:3](=[O:15])[C:4](=[O:14])[CH:5]([Cl:13])[C:6]1[CH:11]=[CH:10][C:9](F)=[CH:8][CH:7]=1.[Cl:16]C1C=CC(C=O)=CC=1.FC1C=CC(C=O)=CC=1>>[CH3:1][O:2][C:3](=[O:15])[C:4](=[O:14])[CH:5]([Cl:13])[C:6]1[CH:11]=[CH:10][C:9]([Cl:16])=[CH:8][CH:7]=1. The reactants are BrC1=CC=C(C=C1)C1=CN=C(N1)NC(C)=O (N-(5-(4-bromophenyl)-1H-imidazol-2-yl)acetamide), CC1(OB(OC1(C)C)C1=CC=C(C=C1)C1=CN=C(N1)[C@H]1N(CCC1)C(=O)OC(C)(C)C)C ((S)-tert-butyl 2-(5-(4-(4,4,5,5-tetramethyl-1,3,2-dioxaborolan-2-yl)phenyl)-1H-imidazol-2-yl)pyrrolidine-1-carboxylate), C(=O)(O)[O-].[Na+] (NaHCO3). Reagents/catalysts: C=1C=CC(=CC1)[P](C=2C=CC=CC2)(C=3C=CC=CC3)[Pd]([P](C=4C=CC=CC4)(C=5C=CC=CC5)C=6C=CC=CC6)([P](C=7C=CC=CC7)(C=8C=CC=CC8)C=9C=CC=CC9)[P](C=1C=CC=CC1)(C=1C=CC=CC1)C=1C=CC=CC1 (Pd(PPh3)4). Solvent: COCCOC (DME), O (H2O). Run at temperature 125 celsius. Yields the product C(C)(=O)NC=1NC(=CN1)C1=CC=C(C=C1)C1=CC=C(C=C1)C1=CN=C(N1)[C@H]1N(CCC1)C(=O)OC(C)(C)C ((S)-tert-butyl 2-(5-(4′-(2-acetamido-1H-imidazol-5-yl)biphenyl-4-yl)-1H-imidazol-2-yl)pyrrolidine-1-carboxylate). RXN SMILES: Br[C:2]1[CH:7]=[CH:6][C:5]([C:8]2[NH:12][C:11]([NH:13][C:14](=[O:16])[CH3:15])=[N:10][CH:9]=2)=[CH:4][CH:3]=1.CC1(C)C(C)(C)OB([C:25]2[CH:30]=[CH:29][C:28]([C:31]3[NH:35][C:34]([C@@H:36]4[CH2:40][CH2:39][CH2:38][N:37]4[C:41]([O:43][C:44]([CH3:47])([CH3:46])[CH3:45])=[O:42])=[N:33][CH:32]=3)=[CH:27][CH:26]=2)O1.C([O-])(O)=O.[Na+]>COCCOC.O.C1C=CC([P]([Pd]([P](C2C=CC=CC=2)(C2C=CC=CC=2)C2C=CC=CC=2)([P](C2C=CC=CC=2)(C2C=CC=CC=2)C2C=CC=CC=2)[P](C2C=CC=CC=2)(C2C=CC=CC=2)C2C=CC=CC=2)(C2C=CC=CC=2)C2C=CC=CC=2)=CC=1>[C:14]([NH:13][C:11]1[NH:12][C:8]([C:5]2[CH:6]=[CH:7][C:2]([C:25]3[CH:26]=[CH:27][C:28]([C:31]4[NH:35][C:34]([C@@H:36]5[CH2:40][CH2:39][CH2:38][N:37]5[C:41]([O:43][C:44]([CH3:47])([CH3:46])[CH3:45])=[O:42])=[N:33][CH:32]=4)=[CH:29][CH:30]=3)=[CH:3][CH:4]=2)=[CH:9][N:10]=1)(=[O:16])[CH3:15] |f:2.3,^1:64,66,85,104|. Procedure details: A mixture of N-(5-(4-bromophenyl)-1H-imidazol-2-yl)acetamide (0.604 g, 2.16 mmol), (S)-tert-butyl 2-(5-(4-(4,4,5,5-tetramethyl-1,3,2-dioxaborolan-2-yl)phenyl)-1H-imidazol-2-yl)pyrrolidine-1-carboxylate (0.950 g, 2.16 mmol), NaHCO3 (0.636 g, 7.57 mmol) in DME (20 mL) and H2O (5 mL) was degassed by evacuating and back-filling with N2 (×3). To this solution Pd(PPh3)4 (0.125 g, 0.11 mmol) was added and the suspension heated at 125° C. for 24 h. The mixture was evaporated to dryness in vacuo and the ... The reactants are N1C(CC2=CC=CC=C12)C1=NNC2=CC=C(C=C12)OP(=O)(C1=CC=CC=C1)C1=CC=CC=C1 (diphenylphosphinic acid 3-(2,3-dihydro-1H-indol-2-yl)-1H-indazol-5-yl ester). Solvent: CS(=O)C (dimethyl sulfoxide). Yields the product N1C(=CC2=CC=CC=C12)C1=NNC2=CC=C(C=C12)OP(=O)(C1=CC=CC=C1)C1=CC=CC=C1 (diphenylphosphinic acid 3-(1H-indol-2-yl)-1H-indazol-5-yl ester). The yield is 13.6%. Reaction SMILES: [NH:1]1[C:9]2[C:4](=[CH:5][CH:6]=[CH:7][CH:8]=2)[CH2:3][CH:2]1[C:10]1[C:18]2[C:13](=[CH:14][CH:15]=[C:16]([O:19][P:20]([C:28]3[CH:33]=[CH:32][CH:31]=[CH:30][CH:29]=3)([C:22]3[CH:27]=[CH:26][CH:25]=[CH:24][CH:23]=3)=[O:21])[CH:17]=2)[NH:12][N:11]=1>CS(C)=O>[NH:1]1[C:9]2[C:4](=[CH:5][CH:6]=[CH:7][CH:8]=2)[CH:3]=[C:2]1[C:10]1[C:18]2[C:13](=[CH:14][CH:15]=[C:16]([O:19][P:20]([C:28]3[CH:29]=[CH:30][CH:31]=[CH:32][CH:33]=3)([C:22]3[CH:27]=[CH:26][CH:25]=[CH:24][CH:23]=3)=[O:21])[CH:17]=2)[NH:12][N:11]=1. Reported procedure: 170 mg of diphenylphosphinic acid 3-(2,3-dihydro-1H-indol-2-yl)-1H-indazol-5-yl ester are stirred for 10 hours at 100° C. in dimethyl sulfoxide. The solvent is evaporated off under reduced pressure at 30° C. The reaction crude is purified by flash chromatography on silica (8 g Interchim cartridge), eluent: cyclohexane/ethyl acetate 4:6, 2:8; and ethyl acetate/methanol 9:1 to obtain 23 mg of diphenylphosphinic acid 3-(1H-indol-2-yl)-1H-indazol-5-yl ester. Reactants: CCNC(=O)c1ccc(-n2nnc(C(=O)NC3CC3)c2CCCC#N)cc1, O=C([O-])O, CS(C)=O, [Cl-], [Na+], [NH3+]O. Yields the product CCNC(=O)c1ccc(-n2nnc(C(=O)NC3CC3)c2CCCC(N)=NO)cc1. RXN SMILES: [C:1](#[N:2])[CH2:3][CH2:4][CH2:5][c:6]1[c:7]([C:22](=[O:23])[NH:24][CH:25]2[CH2:26][CH2:27]2)[n:8][n:9][n:10]1-[c:11]1[cH:12][cH:13][c:14]([C:17](=[O:18])[NH:19][CH2:20][CH3:21])[cH:15][cH:16]1.[C:31](=[O:32])([O-:33])[OH:34].[CH3:36][S:37]([CH3:38])=[O:39].[Cl-:28].[Na+:35].[OH:29][NH3+:30]>>[C:1]([NH2:2])([CH2:3][CH2:4][CH2:5][c:6]1[c:7]([C:22](=[O:23])[NH:24][CH:25]2[CH2:26][CH2:27]2)[n:8][n:9][n:10]1-[c:11]1[cH:12][cH:13][c:14]([C:17](=[O:18])[NH:19][CH2:20][CH3:21])[cH:15][cH:16]1)=[N:30][OH:29]. Starting materials: ClC1=C(C(=CC=C1)Cl)NC(=NOC1OCCCC1)N (1-(2,6-dichlorophenyl)-2-tetrahydropyranyloxyguanidine). Solvent: Cl (hydrochloric acid). Product: ClC1=C(C(=CC=C1)Cl)NC(=NO)N (1-(2,6-dichlorophenyl)-2-hydroxyguanidine). Isolated yield 82.0%. As a reaction SMILES: [Cl:1][C:2]1[CH:7]=[CH:6][CH:5]=[C:4]([Cl:8])[C:3]=1[NH:9][C:10]([NH2:19])=[N:11][O:12]C1CCCCO1>Cl>[Cl:1][C:2]1[CH:7]=[CH:6][CH:5]=[C:4]([Cl:8])[C:3]=1[NH:9][C:10]([NH2:19])=[N:11][OH:12]. Reported procedure: 17.2 g 1-(2,6-dichlorophenyl)-2-tetrahydropyranyloxyguanidine are hydrolyzed with 150 ml ethanolic hydrochloric acid for 15 hours at room temperature. After evaporation of the ethanol, the residue is dissolved in water, neutralized with 2-N NaOH, and extracted with methylene chloride. 10.2 g 1-(2,6-dichlorophenyl)-2-hydroxyguanidine having a melting point of 113° C. (decomp.) is obtained. The reactants are CC=1N=C(C=2OC(C(NC2N1)=O)N)CCN1CCOCC1 (2-methyl-4-[2-(4-morpholinyl)-ethyl]-amino-6,7-dihydro-8H-pyrimido[5,4-b][1,4]oxazin-7-one), C([O-])([O-])=O.[K+].[K+] (potassium carbonate), ClCC#N (chloroacetonitrile). Run in C(C)C(=O)C (methyl ethyl ketone), C(C)C(=O)C (methyl ethyl ketone). Product: C(#N)CN1C2=C(OC(C1=O)N)C(=NC(=N2)C)CCN2CCOCC2 (8-Cyanomethyl-2-methyl-4-[2-(4-morpholinyl)-ethyl]-amino-6,7-dihydro-8H-pyrimido[5,4-b][1,4]oxazin-7-one). Isolated yield 91.3%. Reaction SMILES: Cl[CH2:2][C:3]#[N:4].[CH3:5][C:6]1[N:7]=[C:8]([CH2:18][CH2:19][N:20]2[CH2:25][CH2:24][O:23][CH2:22][CH2:21]2)[C:9]2[O:10][CH:11]([NH2:17])[C:12](=[O:16])[NH:13][C:14]=2[N:15]=1.C(=O)([O-])[O-].[K+].[K+]>C(C(C)=O)C>[C:3]([CH2:2][N:13]1[C:12](=[O:16])[CH:11]([NH2:17])[O:10][C:9]2[C:8]([CH2:18][CH2:19][N:20]3[CH2:25][CH2:24][O:23][CH2:22][CH2:21]3)=[N:7][C:6]([CH3:5])=[N:15][C:14]1=2)#[N:4] |f:2.3.4|. Procedure: 0.25 g of chloroacetonitrile dissolved in 50 ml of methyl ethyl ketone is dropped within 15 minutes to a suspension containing 0.88 g of 2-methyl-4-[2-(4-morpholinyl)-ethyl]-amino-6,7-dihydro-8H-pyrimido[5,4-b][1,4]oxazin-7-one base (e.g. prepared as described in Example 23) and 0.5 g of anhydrous potassium carbonate in 15 ml of methyl ethyl ketone under boiling and stirring. The mixture is further boiled under stirring for 8 hours, the precipitate is filtered as hot and washed with methyl ethyl...